From a dataset of the Open Reaction Database (ORD), a public repository of structured organic reaction records. describe an organic reaction: reactants, conditions, products, and yield Reported procedure: First, 1.2 of KF and then 2.9 g. of 3-hydroxy-5-phenyl-7-chloro-2,3-dihydro-1H-1,4-benzodiazepin-2-one are added to a mixture of 35 g. of HF and 15 ml. of pyridine and the mixture is stirred for 1 hour more. Working up in the customary manner using sodium carbonate solution/ethyl acetate gives 3-fluoro-5-phenyl-7-chloro-2,3-dihydro-1H-1,4-benzodiazepin-2-one, m.p. 235° (decomposition). As a reaction SMILES: [F-:1].[K+].O[CH:4]1[N:10]=[C:9]([C:11]2[CH:16]=[CH:15][CH:14]=[CH:13][CH:12]=2)[C:8]2[CH:17]=[C:18]([Cl:21])[CH:19]=[CH:20][C:7]=2[NH:6][C:5]1=[O:22].N1C=CC=CC=1.C(=O)([O-])[O-].[Na+].[Na+]>C(OCC)(=O)C>[F:1][CH:4]1[N:10]=[C:9]([C:11]2[CH:16]=[CH:15][CH:14]=[CH:13][CH:12]=2)[C:8]2[CH:17]=[C:18]([Cl:21])[CH:19]=[CH:20][C:7]=2[NH:6][C:5]1=[O:22] |f:0.1,4.5.6|. Reactants: [F-].[K+] (KF), C([O-])([O-])=O.[Na+].[Na+] (sodium carbonate), OC1C(NC2=C(C(=N1)C1=CC=CC=C1)C=C(C=C2)Cl)=O (3-hydroxy-5-phenyl-7-chloro-2,3-dihydro-1H-1,4-benzodiazepin-2-one), N1=CC=CC=C1 (pyridine). The product is FC1C(NC2=C(C(=N1)C1=CC=CC=C1)C=C(C=C2)Cl)=O (3-fluoro-5-phenyl-7-chloro-2,3-dihydro-1H-1,4-benzodiazepin-2-one). Solvent: C(C)(=O)OCC (ethyl acetate).